From a dataset of the Open Reaction Database (ORD), a public repository of structured organic reaction records. describe an organic reaction: reactants, conditions, products, and yield The reactants are Cc1nc(-c2ccc(C(F)(F)F)cc2)sc1C(C)Oc1ccc2ccn(CC(=O)OC(C)(C)C)c2c1, [Li+], [OH-]. Yields the product Cc1nc(-c2ccc(C(F)(F)F)cc2)sc1C(C)Oc1ccc2ccn(CC(=O)O)c2c1. As a reaction SMILES: [C:1]([CH3:2])([CH3:3])([CH3:4])[O:5][C:6]([CH2:7][n:8]1[cH:9][cH:10][c:11]2[cH:12][cH:13][c:14]([O:17][CH:18]([CH3:19])[c:20]3[c:21]([CH3:35])[n:22][c:23](-[c:25]4[cH:26][cH:27][c:28]([C:31]([F:32])([F:33])[F:34])[cH:29][cH:30]4)[s:24]3)[cH:15][c:16]12)=[O:36].[Li+:38].[OH-:37]>>[O:5]=[C:6]([CH2:7][n:8]1[cH:9][cH:10][c:11]2[cH:12][cH:13][c:14]([O:17][CH:18]([CH3:19])[c:20]3[c:21]([CH3:35])[n:22][c:23](-[c:25]4[cH:26][cH:27][c:28]([C:31]([F:32])([F:33])[F:34])[cH:29][cH:30]4)[s:24]3)[cH:15][c:16]12)[OH:36]. Reactants: N(=[N+]=[N-])CCOCCOCCOC=1C=C(C(=O)[O-])C=C(C1OCCOCCOCCN=[N+]=[N-])OCCOCCOCCN=[N+]=[N-] (3,4,5-tris(2-(2-(2-azidoethoxy)ethoxy)ethoxy)benzoate), Cl (HCl), O (water). The solvent is Formula 11, C1CCOC1 (THF). Yields the product N(=[N+]=[N-])CCOCCOCCOC=1C=C(C(=O)O)C=C(C1OCCOCCOCCN=[N+]=[N-])OCCOCCOCCN=[N+]=[N-] (3,4,5-tris(2-(2-(2-azidoethoxy)ethoxy)ethoxy)benzoic acid). Isolated yield 136.1%. Reaction SMILES: [N:1]([CH2:4][CH2:5][O:6][CH2:7][CH2:8][O:9][CH2:10][CH2:11][O:12][C:13]1[CH:14]=[C:15]([CH:19]=[C:20]([O:34][CH2:35][CH2:36][O:37][CH2:38][CH2:39][O:40][CH2:41][CH2:42][N:43]=[N+:44]=[N-:45])[C:21]=1[O:22][CH2:23][CH2:24][O:25][CH2:26][CH2:27][O:28][CH2:29][CH2:30][N:31]=[N+:32]=[N-:33])[C:16]([O-:18])=[O:17])=[N+:2]=[N-:3].O.Cl>C1COCC1>[N:43]([CH2:42][CH2:41][O:40][CH2:39][CH2:38][O:37][CH2:36][CH2:35][O:34][C:20]1[CH:19]=[C:15]([CH:14]=[C:13]([O:12][CH2:11][CH2:10][O:9][CH2:8][CH2:7][O:6][CH2:5][CH2:4][N:1]=[N+:2]=[N-:3])[C:21]=1[O:22][CH2:23][CH2:24][O:25][CH2:26][CH2:27][O:28][CH2:29][CH2:30][N:31]=[N+:32]=[N-:33])[C:16]([OH:18])=[O:17])=[N+:44]=[N-:45]. Procedure details: To a solution in which the 3,4,5-tris(2-(2-(2-azidoethoxy)ethoxy)ethoxy)benzoate (2.18 g, 3.32 mmol) of Chemical Formula 11 was dissolved in THF, water-soluble LiOH (1 M) (9.96 mL, 9.96 mmol) was added at room temperature, and the mixture was heated under reflux for 4 hours. The post-reaction mixture was cooled to room temperature, and was acidified to pH 4 by adding 0.1 N HCl. This mixture was partitioned to distilled water (40 mL) and ethyl acetate (100 mL), the organic layer was separated, wa... Starting materials: C(C)OC(CCC1=C(OC=C1)C(CC1CCC(CC1)(C1=C(C=CC(=C1)F)F)S(=O)(=O)C1=CC=C(C=C1)Cl)=O)=O (3-(2-[2-{4-(4-Chloro-benzenesulfonyl)-4-(2,5-difluoro-phenyl)-cyclohexyl]-acetyl}-furan-3-yl)-propionic acid ethyl ester), [OH-].[Li+] (lithium hydroxide). Run in O1CCCC1 (tetrahydrofuran), O (water). Conditions: time 3 hour. Yields the product ClC1=CC=C(C=C1)S(=O)(=O)C1(CCC(CC1)CC(=O)C=1OC=CC1CCC(=O)O)C1=C(C=CC(=C1)F)F (3-(2-{2-[4-(4-Chloro-benzenesulfonyl)-4-(2,5-difluoro-phenyl)-cyclohexyl]-acetyl}-furan-3-yl)-propionic acid). RXN SMILES: C([O:3][C:4](=[O:39])[CH2:5][CH2:6][C:7]1[CH:11]=[CH:10][O:9][C:8]=1[C:12](=[O:38])[CH2:13][CH:14]1[CH2:19][CH2:18][C:17]([S:28]([C:31]2[CH:36]=[CH:35][C:34]([Cl:37])=[CH:33][CH:32]=2)(=[O:30])=[O:29])([C:20]2[CH:25]=[C:24]([F:26])[CH:23]=[CH:22][C:21]=2[F:27])[CH2:16][CH2:15]1)C.[OH-].[Li+]>O1CCCC1.O>[Cl:37][C:34]1[CH:35]=[CH:36][C:31]([S:28]([C:17]2([C:20]3[CH:25]=[C:24]([F:26])[CH:23]=[CH:22][C:21]=3[F:27])[CH2:18][CH2:19][CH:14]([CH2:13][C:12]([C:8]3[O:9][CH:10]=[CH:11][C:7]=3[CH2:6][CH2:5][C:4]([OH:39])=[O:3])=[O:38])[CH2:15][CH2:16]2)(=[O:29])=[O:30])=[CH:32][CH:33]=1 |f:1.2|. Procedure details: A solution of the product from Example 146 (100 mg, 0.17 mmol) in tetrahydrofuran (2 mL) was treated with a solution of lithium hydroxide (80 mg, 3.3 mmol) in water (2 mL). The reaction was stirred at room temperature for 3 hours, then evaporated and the residue taken up in water and ethyl acetate. The ethyl acetate layer was evaporated and purified by preparative thin layer chromatography (1% acetic acid, 33% ethyl acetate, 33% hexane, 33% dichloromethane). Reactants: C(C)(=O)C=1C=C(C=CC1)NC(C)=O (N-(3-acetylphenyl)acetamide), CN(C)C(OC)OC (DMF-DMA). The product is CN(/C=C/C(=O)C=1C=C(C=CC1)NC(C)=O)C ((E)-N-(3-(3-(dimethylamino)acryloyl)phenyl)acetamide). Yield: 90.0%. RXN SMILES: [C:1]([C:4]1[CH:5]=[C:6]([NH:10][C:11](=[O:13])[CH3:12])[CH:7]=[CH:8][CH:9]=1)(=[O:3])[CH3:2].[CH3:14][N:15]([CH:17](OC)OC)[CH3:16]>>[CH3:14][N:15]([CH3:17])/[CH:16]=[CH:2]/[C:1]([C:4]1[CH:5]=[C:6]([NH:10][C:11](=[O:13])[CH3:12])[CH:7]=[CH:8][CH:9]=1)=[O:3]. Procedure: A solution of N-(3-acetylphenyl)acetamide (1.77 g, 10.0 mmol) in DMF-DMA (6 mL) with molecular sieve (10 portions) was stirred at 100° C. under N2 for 2 hr. the mixture was concentrated and washed with MTBE (30 mL) to afford 2.1 g (90%) of (E)-N-(3-(3-(dimethylamino)acryloyl)phenyl)acetamide as a yellow solid.